Dataset: the Open Reaction Database (ORD), a public repository of structured organic reaction records. Task: describe an organic reaction: reactants, conditions, products, and yield Reactants: FC(OC1=CC=C(C=C1)N1C(C2(CC1)CCNCC2)=O)(F)F (2-(4-trifluoromethoxy-phenyl)-2,8-diaza-spiro[4.5]decan-1-one), BrC=1C(=NC=CC1)OC (3-bromo-2-methoxypyridine). Yields the product COC1=NC=CC=C1N1CCC2(CCN(C2=O)C2=CC=C(C=C2)OC(F)(F)F)CC1 (8-(2-Methoxy-pyridin-3-yl)-2-(4-trifluoromethoxy-phenyl)-2,8-diaza-spiro[4.5]decan-1-one). As a reaction SMILES: [F:1][C:2]([F:22])([F:21])[O:3][C:4]1[CH:9]=[CH:8][C:7]([N:10]2[CH2:14][CH2:13][C:12]3([CH2:19][CH2:18][NH:17][CH2:16][CH2:15]3)[C:11]2=[O:20])=[CH:6][CH:5]=1.Br[C:24]1[C:25]([O:30][CH3:31])=[N:26][CH:27]=[CH:28][CH:29]=1>>[CH3:31][O:30][C:25]1[C:24]([N:17]2[CH2:16][CH2:15][C:12]3([C:11](=[O:20])[N:10]([C:7]4[CH:8]=[CH:9][C:4]([O:3][C:2]([F:1])([F:21])[F:22])=[CH:5][CH:6]=4)[CH2:14][CH2:13]3)[CH2:19][CH2:18]2)=[CH:29][CH:28]=[CH:27][N:26]=1. Reported procedure: The title compound was prepared in analogy to example 1 step D from a mixture of 2-(4-trifluoromethoxy-phenyl)-2,8-diaza-spiro[4.5]decan-1-one (described in example 1 step C) and 3-bromo-2-methoxypyridine. Light yellow solid. MS (ESI): 422.1 (MH+) The reactants are [OH-].[K+] (potassium hydroxide), 20, C(C)(=O)OCC1=C(C(=C(C(=C1Br)Br)COC(C)=O)Br)Br (2,3,5,6-tetrabromo-p-xylene-α,α'-diol diacetate). Solvent: O (water), O1CCOCC1 (p-dioxane). Product: 12.2, BrC1=C(C(=C(C(=C1Br)CO)Br)Br)CO (2,3,5,6-tetrabromo-p-xylene-α,α'-diol). The yield is 96.0%. RXN SMILES: [OH-].[K+].C([O:6][CH2:7][C:8]1[C:13]([Br:14])=[C:12]([Br:15])[C:11]([CH2:16][O:17]C(=O)C)=[C:10]([Br:21])[C:9]=1[Br:22])(=O)C>O.O1CCOCC1>[Br:14][C:13]1[C:12]([Br:15])=[C:11]([CH2:16][OH:17])[C:10]([Br:21])=[C:9]([Br:22])[C:8]=1[CH2:7][OH:6] |f:0.1|. Procedure: A solution of potassium hydroxide, 20 parts, in water, 50 parts, was added dropwise to a refluxing solution of 20 parts 2,3,5,6-tetrabromo-p-xylene-α,α'-diol diacetate, prepared as in Example III above, in p-dioxane, 200 parts. After 2 hours at reflux the mixture was cooled somewhat and the bulk of the dioxane-water removed by a rotary evaporator. Water was added to the semi-solid residue, the precipitate filtered, washed with water and air dried to give crude diol, 16.7 parts. Recrystalization ... The reactants are [Li]CCCC, CN(C)C(=O)CSc1nc2ccccc2cc1-c1ccccc1, CCCCCC, CC(=O)O, CC(C)[N-]C(C)C, CC(C)NC(C)C, CI, [Li+], C1CCOC1, O. Yields the product CC(Sc1nc2ccccc2cc1-c1ccccc1)C(=O)N(C)C. Reaction SMILES: [CH2:16]([Li:17])[CH2:18][CH2:19][CH3:20].[CH3:21][N:22]([C:23](=[O:24])[CH2:25][S:26][c:27]1[n:28][c:29]2[cH:30][cH:31][cH:32][cH:33][c:34]2[cH:35][c:36]1-[c:37]1[cH:38][cH:39][cH:40][cH:41][cH:42]1)[CH3:43].[CH3:46][CH2:47][CH2:48][CH2:49][CH2:50][CH3:51].[CH3:58][C:59](=[O:60])[OH:61].[CH:1]([N-:2][CH:3]([CH3:4])[CH3:5])([CH3:6])[CH3:7].[CH:9]([NH:10][CH:11]([CH3:12])[CH3:13])([CH3:14])[CH3:15].[I:44][CH3:45].[Li+:8].[O:52]1[CH2:53][CH2:54][CH2:55][CH2:56]1.[OH2:57]>>[CH3:1][CH:25]([C:23]([N:22]([CH3:21])[CH3:43])=[O:24])[S:26][c:27]1[n:28][c:29]2[cH:30][cH:31][cH:32][cH:33][c:34]2[cH:35][c:36]1-[c:37]1[cH:38][cH:39][cH:40][cH:41][cH:42]1. The reactants are Cc1ccccc1-n1nc2c3ccccc3n(Cc3ccc(Br)nc3)nc-2c1=O, CNC1CCCCC1NC, CS(C)=O, [Cu]I, [K+], [K+], [K+], O, O=P([O-])([O-])[O-], c1c[nH]cn1. Yields the product Cc1ccccc1-n1nc2c3ccccc3n(Cc3ccc(-n4ccnc4)nc3)nc-2c1=O. RXN SMILES: [Br:1][c:2]1[cH:3][cH:4][c:5]([CH2:8][n:9]2[n:10][c:11]3[c:21](=[O:22])[n:20](-[c:23]4[c:24]([CH3:29])[cH:25][cH:26][cH:27][cH:28]4)[n:19][c:12]-3[c:13]3[cH:14][cH:15][cH:16][cH:17][c:18]23)[cH:6][n:7]1.[CH3:35][NH:36][CH:37]1[CH2:38][CH2:39][CH2:40][CH2:41][CH:42]1[NH:43][CH3:44].[CH3:53][S:54](=[O:55])[CH3:56].[Cu:57][I:58].[K+:50].[K+:51].[K+:52].[OH2:59].[P:45]([O-:46])([O-:47])([O-:48])=[O:49].[nH:30]1[cH:31][n:32][cH:33][cH:34]1>>[c:2]1(-[n:30]2[cH:31][n:32][cH:33][cH:34]2)[cH:3][cH:4][c:5]([CH2:8][n:9]2[n:10][c:11]3[c:21](=[O:22])[n:20](-[c:23]4[c:24]([CH3:29])[cH:25][cH:26][cH:27][cH:28]4)[n:19][c:12]-3[c:13]3[cH:14][cH:15][cH:16][cH:17][c:18]23)[cH:6][n:7]1.